This data is from the Open Reaction Database (ORD), a public repository of structured organic reaction records. The task is: describe an organic reaction: reactants, conditions, products, and yield The reactants are CSC1=CC(O)(CCCCOc2ccccc2)CC1=O, CN(C)C=O, C[Si](C)(C)Cl, c1c[nH]cn1. Yields the product CSC1=CC(CCCCOc2ccccc2)(O[Si](C)(C)C)CC1=O. RXN SMILES: [CH3:1][S:2][C:3]1=[CH:7][C:6]([CH2:8][CH2:9][CH2:10][CH2:11][O:12][c:13]2[cH:14][cH:15][cH:16][cH:17][cH:18]2)([OH:19])[CH2:5][C:4]1=[O:20].[CH3:31][N:32]([CH3:33])[CH:34]=[O:35].[Cl:26][Si:27]([CH3:28])([CH3:29])[CH3:30].[nH:21]1[cH:22][cH:23][n:24][cH:25]1>>[CH3:1][S:2][C:3]1=[CH:7][C:6]([CH2:8][CH2:9][CH2:10][CH2:11][O:12][c:13]2[cH:14][cH:15][cH:16][cH:17][cH:18]2)([O:19][Si:27]([CH3:28])([CH3:29])[CH3:30])[CH2:5][C:4]1=[O:20]. Starting materials: BrCC(=O)NC1=CC(=CC=C1)C1=NC2=CC=CC=C2N=C1 (2-bromo-N-(3-(quinoxalin-2-yl)phenyl)acetamide), C[S-].[Na+] (sodium thiomethoxide). Solvent: C(C)O (ethanol), O (water), C(C)(=O)OCC (ethyl acetate). Yields the product CSCC(=O)NC1=CC(=CC=C1)C1=NC2=CC=CC=C2N=C1 (2-(methylthio)-N-(3-(quinoxalin-2-yl)phenyl)acetamide). Isolated yield 74.8%. Reaction SMILES: Br[CH2:2][C:3]([NH:5][C:6]1[CH:11]=[CH:10][CH:9]=[C:8]([C:12]2[CH:21]=[N:20][C:19]3[C:14](=[CH:15][CH:16]=[CH:17][CH:18]=3)[N:13]=2)[CH:7]=1)=[O:4].[CH3:22][S-:23].[Na+]>C(O)C.O.C(OCC)(=O)C>[CH3:22][S:23][CH2:2][C:3]([NH:5][C:6]1[CH:11]=[CH:10][CH:9]=[C:8]([C:12]2[CH:21]=[N:20][C:19]3[C:14](=[CH:15][CH:16]=[CH:17][CH:18]=3)[N:13]=2)[CH:7]=1)=[O:4] |f:1.2|. Procedure details: A slurry of 2-bromo-N-(3-(quinoxalin-2-yl)phenyl)acetamide (207 mg, 0.605 mmol) and sodium thiomethoxide (127 mg, 1.82 mmol) in ethanol (10 mL) was stirred at room temperature for 18 hrs. The reaction mixture was diluted with water (10 mL) and ethyl acetate (50 mL), the organic phase was separated, dried over sodium sulphate and evaporated in vacuo to afford 2-(methylthio)-N-(3-(quinoxalin-2-yl)phenyl)acetamide (140 mg, 75% yield). LCMS calculated for C17H15N3OS (M+H): 310.39. found 310. 1H-NMR ... Reactants: Cc1ccccc1, ClC(Cl)Cl, Ic1ccc(I)cc1, OC1CN2CCC1CC2, c1cnc2c(c1)ccc1cccnc12. Product: Ic1ccc(OC2CN3CCC2CC3)cc1. RXN SMILES: [CH3:32][c:33]1[cH:34][cH:35][cH:36][cH:37][cH:38]1.[CH:39]([Cl:40])([Cl:41])[Cl:42].[I:10][c:11]1[cH:12][cH:13][c:14]([I:17])[cH:15][cH:16]1.[OH:1][CH:2]1[CH2:3][N:4]2[CH2:5][CH2:6][CH:7]1[CH2:8][CH2:9]2.[cH:18]1[cH:19][c:20]2[cH:21][cH:22][c:23]3[c:24]([c:25]2[n:26][cH:27]1)[n:28][cH:29][cH:30][cH:31]3>>[O:1]([CH:2]1[CH2:3][N:4]2[CH2:5][CH2:6][CH:7]1[CH2:8][CH2:9]2)[c:14]1[cH:13][cH:12][c:11]([I:10])[cH:16][cH:15]1. Reactants: C1(=CC=CC=C1)C1C(C(C)=O)(O1)C1=CC=NC=C1 (4-phenyl-3-(4-pyridyl)-3,4-epoxy-2-butanone), NN (hydrazine). Run in C(C)O (ethanol). Yields the product CC1=NNC(=C1C1=CC=NC=C1)C1=CC=CC=C1 (4-(3-methyl-5-phenyl-1H-pyrazol-4-yl)pyridine). Isolated yield 34.4%. RXN SMILES: [C:1]1([CH:7]2O[C:8]2([C:13]2[CH:18]=[CH:17][N:16]=[CH:15][CH:14]=2)[C:9](=O)[CH3:10])[CH:6]=[CH:5][CH:4]=[CH:3][CH:2]=1.[NH2:19][NH2:20]>C(O)C>[CH3:10][C:9]1[C:8]([C:13]2[CH:18]=[CH:17][N:16]=[CH:15][CH:14]=2)=[C:7]([C:1]2[CH:6]=[CH:5][CH:4]=[CH:3][CH:2]=2)[NH:20][N:19]=1. Procedure details: Using the procedure of Example A-1, step 3, a solution of 4-phenyl-3-(4-pyridyl)-3,4-epoxy-2-butanone (step 3) (250 mg, 1 mmol) in ethanol (15 ml) was treated with anhydrous hydrazine (50 mg, 1.5 mmol) and heated to reflux for 4 hours. The crude product was purified by chromatography (silica gel, 1:1 acetone/hexane). The product was recrystallized from ethyl acetate and hexane to give 4-(3-methyl-5-phenyl-1H-pyrazol-4-yl)pyridine (81 mg, 35%) as a crystalline solid: m.p. 212-214° C. Anal. Calc'd... Reactants: CC1(OB(OC1(C)C)C=1C=C(C=CC1)N)C (3-(4,4,5,5-Tetramethyl-[1,3,2]dioxaborolan-2-yl)-phenylamine), BrC=1N(C=CN1)C (2-Bromo-1-methyl-1H-imidazole). The product is CN1C(=NC=C1)NC1=CC(=CC=C1)B1OC(C(O1)(C)C)(C)C ((1-Methyl-1H-imidazol-2-yl)-[3-(4,4,5,5-tetramethyl-[1,3,2]dioxaborolan-2-yl)-phenyl]-amine). Reaction SMILES: [CH3:1][C:2]1([CH3:16])[C:6]([CH3:8])([CH3:7])[O:5][B:4]([C:9]2[CH:10]=[C:11]([NH2:15])[CH:12]=[CH:13][CH:14]=2)[O:3]1.Br[C:18]1[N:19]([CH3:23])[CH:20]=[CH:21][N:22]=1>>[CH3:23][N:19]1[CH:20]=[CH:21][N:22]=[C:18]1[NH:15][C:11]1[CH:12]=[CH:13][CH:14]=[C:9]([B:4]2[O:3][C:2]([CH3:16])([CH3:1])[C:6]([CH3:7])([CH3:8])[O:5]2)[CH:10]=1. Procedure: A solution of 3-(4,4,5,5-Tetramethyl-[1,3,2]dioxaborolan-2-yl)-phenylamine (0.5 g, 2.28 mmol) in 2-Bromo-1-methyl-1H-imidazole (0.367 g, 2.28 mmol) was heated in a CEM discover microwave synthesizer (50 W) at 125° C. until the reaction was complete. The reaction mixture was cooled and used directly in the next procedure. MS: [M+H]+ 300 Starting materials: COC(C)c1nc2ccccc2[nH]1, CC(=O)N1CCC(Cc2ccc3nc(Cl)nc(N4CCOCC4)c3n2)CC1. Yields the product COC(C)c1nc2ccccc2n1-c1nc(N2CCOCC2)c2nc(CC3CCN(C(C)=O)CC3)ccc2n1. Reaction SMILES: [CH3:28][O:29][CH:30]([CH3:31])[c:32]1[n:33][c:34]2[c:35]([nH:36]1)[cH:37][cH:38][cH:39][cH:40]2.[Cl:1][c:2]1[n:3][c:4]([N:22]2[CH2:23][CH2:24][O:25][CH2:26][CH2:27]2)[c:5]2[c:6]([n:7]1)[cH:8][cH:9][c:10]([CH2:12][CH:13]1[CH2:14][CH2:15][N:16]([C:19]([CH3:20])=[O:21])[CH2:17][CH2:18]1)[n:11]2>>[c:2]1(-[n:33]2[c:32]([CH:30]([O:29][CH3:28])[CH3:31])[n:36][c:35]3[c:34]2[cH:40][cH:39][cH:38][cH:37]3)[n:3][c:4]([N:22]2[CH2:23][CH2:24][O:25][CH2:26][CH2:27]2)[c:5]2[c:6]([n:7]1)[cH:8][cH:9][c:10]([CH2:12][CH:13]1[CH2:14][CH2:15][N:16]([C:19]([CH3:20])=[O:21])[CH2:17][CH2:18]1)[n:11]2.